This data is from the Open Reaction Database (ORD), a public repository of structured organic reaction records. The task is: describe an organic reaction: reactants, conditions, products, and yield Reactants: ClC1=NN=CC2=CC=CC=C12 (1-chlorophthalazine), C1=CC(=CC=C1N)O (p-aminophenol). The solvent is C(C)O (ethanol). Yields the product OC1=CC=C(NC2=NN=CC3=CC=CC=C23)C=C1 (1-(4'-hydroxyanilino)phthalazine). RXN SMILES: Cl[C:2]1[C:11]2[C:6](=[CH:7][CH:8]=[CH:9][CH:10]=2)[CH:5]=[N:4][N:3]=1.[CH:12]1[C:17]([NH2:18])=[CH:16][CH:15]=[C:14]([OH:19])[CH:13]=1>C(O)C>[OH:19][C:14]1[CH:15]=[CH:16][C:17]([NH:18][C:2]2[C:11]3[C:6](=[CH:7][CH:8]=[CH:9][CH:10]=3)[CH:5]=[N:4][N:3]=2)=[CH:12][CH:13]=1. Procedure: This example describes the synthesis of a compound having the formula ##STR62## A mixture of 2.00 g (12.1 mmol) of 1-chlorophthalazine and 2.64 g (24.2 mmol) of p-aminophenol in 40 ml of absolute ethanol was heated to reflux for 2 h. The precipitate was collected and successively washed with a saturated solution of NaHCO3 and water. The product was crystallized from methanol: mp 245°-247° C. The HCl salt had a mp>300° C.; the IR and NMR spectra were consistent with the assigned structure and the... The reactants are C1CCOC1, [Li]CCCC, Clc1nc(N2CCOCC2)c2ccsc2n1, Cl, CN(C)C=O, O. Yields the product O=Cc1cc2c(N3CCOCC3)nc(Cl)nc2s1. Reaction SMILES: [CH2:28]1[O:29][CH2:30][CH2:31][CH2:32]1.[CH3:17][CH2:18][CH2:19][CH2:20][Li:21].[Cl:1][c:2]1[n:3][c:4]([N:11]2[CH2:12][CH2:13][O:14][CH2:15][CH2:16]2)[c:5]2[c:6]([n:7]1)[s:8][cH:9][cH:10]2.[ClH:27].[O:22]=[CH:23][N:24]([CH3:25])[CH3:26].[OH2:33]>>[Cl:1][c:2]1[n:3][c:4]([N:11]2[CH2:12][CH2:13][O:14][CH2:15][CH2:16]2)[c:5]2[c:6]([n:7]1)[s:8][c:9]([CH:23]=[O:22])[cH:10]2.